From a dataset of the Open Reaction Database (ORD), a public repository of structured organic reaction records. describe an organic reaction: reactants, conditions, products, and yield Reactants: C(CCCCCCCCC)=C1C(N(C(S1)=O)CCCCSC1=CC=CC=2N1C=CN2)=O (5-decylidene-3-[4-(imidazo[1,2-a]pyridin-5-ylthio)butyl]thiazolidine-2,4-dione), Cl (hydrochloric acid). The solvent is CO (methanol). The product is Cl.C(CCCCCCCCC)=C1C(N(C(S1)=O)CCCCSC1=CC=CC=2N1C=CN2)=O (5-decylidene-3-[4-(imidazo[1,2-a]pyridin-5-ylthio)butyl]thiazolidine-2,4-dione hydrochloride). Reaction SMILES: [CH:1](=[C:11]1[S:15][C:14](=[O:16])[N:13]([CH2:17][CH2:18][CH2:19][CH2:20][S:21][C:22]2[N:27]3[CH:28]=[CH:29][N:30]=[C:26]3[CH:25]=[CH:24][CH:23]=2)[C:12]1=[O:31])[CH2:2][CH2:3][CH2:4][CH2:5][CH2:6][CH2:7][CH2:8][CH2:9][CH3:10].[ClH:32]>CO>[ClH:32].[CH:1](=[C:11]1[S:15][C:14](=[O:16])[N:13]([CH2:17][CH2:18][CH2:19][CH2:20][S:21][C:22]2[N:27]3[CH:28]=[CH:29][N:30]=[C:26]3[CH:25]=[CH:24][CH:23]=2)[C:12]1=[O:31])[CH2:2][CH2:3][CH2:4][CH2:5][CH2:6][CH2:7][CH2:8][CH2:9][CH3:10] |f:3.4|. Procedure details: To a solution of 2.24 g (4.87 mmol) of 5-decylidene-3-[4-(imidazo[1,2-a]pyridin-5-ylthio)butyl]thiazolidine-2,4-dione in 50 ml of methanol, 0.55 ml of concentrated hydrochloric acid was added. After the solvent was distilled off, the residue was washed with diethyl ether to yield 2.38 g (98%, light yellow solid) of the desired product. Reactants: C(C)(C)N1CC(C1)O (1-(iso-propyl)-3-azetidinol), O(C1=CC=CC=C1)C1(CC=CC=C1)O (1-phenoxyphenol), [OH-].[Na+] (sodium hydroxide). Conditions: temperature 160 celsius. The product is 16.1, O(C1=CC=CC=C1)C1=CC=C(OCC(CNC(C)C)O)C=C1 (1-(p-phenoxyphenoxy)-3-(iso-propylamino)-2-propanol). Isolated yield 58.0%. Reaction SMILES: [CH:1]([N:4]1[CH2:7][CH:6]([OH:8])[CH2:5]1)([CH3:3])[CH3:2].[O:9]([C:16]1(O)[CH:21]=[CH:20][CH:19]=[CH:18][CH2:17]1)[C:10]1[CH:15]=[CH:14][CH:13]=[CH:12][CH:11]=1.[OH-:23].[Na+]>>[O:9]([C:16]1[CH:21]=[CH:20][C:19]([O:23][CH2:5][CH:6]([OH:8])[CH2:7][NH:4][CH:1]([CH3:2])[CH3:3])=[CH:18][CH:17]=1)[C:10]1[CH:15]=[CH:14][CH:13]=[CH:12][CH:11]=1 |f:2.3|. Procedure details: To a mixture of 5.8 parts of 1-(iso-propyl)-3-azetidinol and 9.3 parts of 1-phenoxyphenol 0.1 part of sodium hydroxide was added, and the mixture was heated under nitrogen gas at 160° C. for 18 hours. The reaction mixture was cooled and extracted with ether. The extract was washed in water and then the solvent was distilled off. Recrystallization of the residue gave 16.1 parts of 1-(p-phenoxyphenoxy)-3-(iso-propylamino)-2-propanol having a melting point of 72°-74° C. The yield was 58%. The reactants are CCN(CC)CCN, COCCOC, [O-][n+]1nc(Cl)nc2ccc3c(c21)CCC3. Product: CCN(CC)CCNc1nc2ccc3c(c2[n+]([O-])n1)CCC3. As a reaction SMILES: [CH2:1]([CH3:2])[N:3]([CH2:4][CH2:5][NH2:6])[CH2:7][CH3:8].[CH3:24][O:25][CH2:26][CH2:27][O:28][CH3:29].[Cl:9][c:10]1[n:11][n+:12]([O-:23])[c:13]2[c:14]([n:15]1)[cH:16][cH:17][c:18]1[c:22]2[CH2:21][CH2:20][CH2:19]1>>[CH2:1]([CH3:2])[N:3]([CH2:4][CH2:5][NH:6][c:10]1[n:11][n+:12]([O-:23])[c:13]2[c:14]([n:15]1)[cH:16][cH:17][c:18]1[c:22]2[CH2:21][CH2:20][CH2:19]1)[CH2:7][CH3:8]. As a reaction SMILES: [CH3:1][O:2][C:3]1[CH:4]=[C:5]([CH:11]2[NH:15][NH:14][C:13](=[O:16])[CH2:12]2)[CH:6]=[CH:7][C:8]=1[O:9][CH3:10].C(=O)([O-])[O-].[K+].[K+].[CH3:23][O:24][C:25]1[CH:26]=[C:27]([CH2:33][CH2:34][N:35]([CH3:44])[C:36]([CH2:38][CH2:39][CH2:40][CH2:41][CH2:42]Br)=[O:37])[CH:28]=[CH:29][C:30]=1[O:31][CH3:32]>CN(C)C=O>[CH3:23][O:24][C:25]1[CH:26]=[C:27]([CH2:33][CH2:34][N:35]([CH3:44])[C:36]([CH2:38][CH2:39][CH2:40][CH2:41][CH2:42][O:16][C:13]2[CH:12]=[C:11]([C:5]3[CH:6]=[CH:7][C:8]([O:9][CH3:10])=[C:3]([O:2][CH3:1])[CH:4]=3)[NH:15][N:14]=2)=[O:37])[CH:28]=[CH:29][C:30]=1[O:31][CH3:32] |f:1.2.3|. Reaction conditions: temperature 100 celsius. Product: COC=1C=C(C=CC1OC)CCN(C(=O)CCCCCOC1=NNC(=C1)C1=CC(=C(C=C1)OC)OC)C (3-{5-[N-(2-(3,4-dimethyloxyphenyl)-ethyl)-N-methylaminocarbonyl]-pentyloxy}-5-(3,4-dimethoxyphenyl)-pyrazole). Reactants: C([O-])([O-])=O.[K+].[K+] (potassium carbonate), COC=1C=C(C=CC1OC)C1CC(NN1)=O (5-(3,4-dimethoxyphenyl)-pyrazolin-3-one), COC=1C=C(C=CC1OC)CCN(C(=O)CCCCCBr)C (5-{N-[2-(3,4-dimethoxyphenyl)-ethyl]-N-methylaminocarbonyl}-pentyl bromide). The solvent is CN(C=O)C (dimethylformamide), CN(C=O)C (dimethyl formamide). Reported procedure: 3.85 g of 5-(3,4-dimethoxyphenyl)-pyrazolin-3-one were dissolved in 50 ml of anhydrous dimethylformamide. 3.15 g of finely ground potassium carbonate were added to the solution, and the reaction mixture was heated under a nitrogen atmosphere to 100° C. with stirring. A solution of 5.6 g of 5-{N-[2-(3,4-dimethoxyphenyl)-ethyl]-N-methylaminocarbonyl}-pentyl bromide in 10 ml of anhydrous dimethyl formamide was slowly added dropwise to the solution, and the reaction mixture was stirred at 100° C. fo... Isolated yield 84.5%. The reactants are solution, Cl (hydrogen chloride), CN1C(CCC1)CCOC1=C(C=CC=C1)CCC1=CC(=CC=C1)C (1-methyl-2-(2-{2-[2-(3-methylphenyl)ethyl]phenoxy}ethyl)pyrrolidine), C(C)(=O)OCC (ethyl acetate), Cl (hydrochoride). Run in O1CCOCC1 (dioxane). The product is Cl.CN1C(CCC1)CCOC1=C(C=CC=C1)CCC1=CC(=CC=C1)C (1-Methyl-2-(2-{2-[2-(3-methylphenyl)ethyl]phenoxy}ethyl]pyrrolidine hydrochloride). Yield: 52.0%. Reaction SMILES: [ClH:1].[CH3:2][N:3]1[CH2:7][CH2:6][CH2:5][CH:4]1[CH2:8][CH2:9][O:10][C:11]1[CH:16]=[CH:15][CH:14]=[CH:13][C:12]=1[CH2:17][CH2:18][C:19]1[CH:24]=[CH:23][CH:22]=[C:21]([CH3:25])[CH:20]=1.C(OCC)(=O)C>O1CCOCC1>[ClH:1].[CH3:2][N:3]1[CH2:7][CH2:6][CH2:5][CH:4]1[CH2:8][CH2:9][O:10][C:11]1[CH:16]=[CH:15][CH:14]=[CH:13][C:12]=1[CH2:17][CH2:18][C:19]1[CH:24]=[CH:23][CH:22]=[C:21]([CH3:25])[CH:20]=1 |f:4.5|. Reported procedure: 0.2 ml of a 4N solution of hydrogen chloride in dioxane was added to a solution of 150 mg of 1-methyl-2-(2-{2-[2-(3-methylphenyl)ethyl]phenoxy}ethyl)pyrrolidine [prepared as described in step (a) above] in a suitable amount of ethyl acetate, to convert it to the hydrochoride, which was recrystallized from ethyl acetate, to give 87 mg (yield 52%) of the title compound as colorless crystals, melting at 128°-130° C. The reactants are O (water), BrCCCCC(=O)OCC (ethyl 5-bromopentanoate), C([O-])([O-])=O.[K+].[K+] (potassium carbonate), C(#N)C1=CC=C(C=C1)O (4-Cyanophenol). The product is C(C)OC(CCCCOC1=CC=C(C=C1)C#N)=O (5-(4-Cyanophenoxy)pentanoic acid ethyl ester). Conditions: time 24 hour. Yield: 95.0%. Reported procedure: 4-Cyanophenol (5.0 g) is dissolved in DMF (40 ml), and thereto are added ethyl 5-bromopentanoate (11.4 g) and potassium carbonate (6.38 g), and the mixture is stirred at room temperature for 24 hours. The reaction mixture is poured into water, and the mixture is extracted three times with ethyl acetate. The organic layer is washed successively with a saturated aqueous sodium hydrogen carbonate solution, water and a saturated brine, and dried over anhydrous magnesium sulfate. The desiccant is rem... RXN SMILES: [C:1]([C:3]1[CH:8]=[CH:7][C:6]([OH:9])=[CH:5][CH:4]=1)#[N:2].Br[CH2:11][CH2:12][CH2:13][CH2:14][C:15]([O:17][CH2:18][CH3:19])=[O:16].C(=O)([O-])[O-].[K+].[K+].O>CN(C=O)C>[CH2:18]([O:17][C:15](=[O:16])[CH2:14][CH2:13][CH2:12][CH2:11][O:9][C:6]1[CH:7]=[CH:8][C:3]([C:1]#[N:2])=[CH:4][CH:5]=1)[CH3:19] |f:2.3.4|. Run in CN(C)C=O (DMF). Product: S1C=CC2=C1C(NC2)=O (4H-thieno[2,3-c]pyrrol-6(5H)-one). Starting materials: NCC1=C(SC=C1)C(=O)OC (methyl 3-(aminomethyl)thiophene-2-carboxylate), C(=O)([O-])[O-].[K+].[K+] (K2CO3), CO (MeOH). Procedure: A mixture of methyl 3-(aminomethyl)thiophene-2-carboxylate (4.5 g, 26.3 mmol) and K2CO3 (3.64 g, 26.3 mmol) in 1:1 MeOH:EtOH (600 mL) was heated overnight under reflux. The reaction was concentrated and purified by flash chromatography over silica gel (50-100% EtOAc/hexane) to yield 4H-thieno[2,3-c]pyrrol-6(5H)-one (2.2 g, 60% yield) as a white solid. 1H NMR (400 MHz, METHANOL-d4) δ ppm 7.87 (d, J=4.8 Hz, 1H), 7.17 (d, J=4.8 Hz, 1H), 4.39 (s, 2H); MS (EI) m/z=140.2 [M+1]+. Isolated yield 60.1%. The solvent is CCO (EtOH). Reaction SMILES: [NH2:1][CH2:2][C:3]1[CH:7]=[CH:6][S:5][C:4]=1[C:8]([O:10]C)=O.C([O-])([O-])=O.[K+].[K+].CO>CCO>[S:5]1[C:4]2[C:8](=[O:10])[NH:1][CH2:2][C:3]=2[CH:7]=[CH:6]1 |f:1.2.3|. The reactants are ClC=1C(=NC=CN1)C(NC=O)C1=CC=C(C=C1)OC1=CC=CC=C1.C(=O)N (formamide N-[(3-chloro-pyrazin-2-yl)-(4-phenoxy-phenyl)-methyl]-formamide), CN(C)C=O (DMF), O=P(Cl)(Cl)Cl (POCl3), CCOC(=O)C.C(Cl)Cl (EtOAc CH2Cl2). The solvent is CC#N (CH3CN). Product: ClC=1C=2N(C=CN1)C=NC2C2=CC=C(C=C2)OC2=CC=CC=C2 (8-Chloro-1-(4-phenoxy-phenyl)-imidazo[1,5-a]pyrazine). Isolated yield 92.4%. As a reaction SMILES: [Cl:1][C:2]1[C:3]([CH:8]([C:12]2[CH:17]=[CH:16][C:15]([O:18][C:19]3[CH:24]=[CH:23][CH:22]=[CH:21][CH:20]=3)=[CH:14][CH:13]=2)[NH:9][CH:10]=O)=[N:4][CH:5]=[CH:6][N:7]=1.C(N)=O.CN(C=O)C.O=P(Cl)(Cl)Cl.CCOC(C)=O.C(Cl)Cl>CC#N>[Cl:1][C:2]1[C:3]2[N:4]([CH:10]=[N:9][C:8]=2[C:12]2[CH:17]=[CH:16][C:15]([O:18][C:19]3[CH:24]=[CH:23][CH:22]=[CH:21][CH:20]=3)=[CH:14][CH:13]=2)[CH:5]=[CH:6][N:7]=1 |f:0.1,4.5|. Reported procedure: A solution of formamide N-[(3-chloro-pyrazin-2-yl)-(4-phenoxy-phenyl)-methyl]-formamide (1.85 g, 5.45 mmol) in CH3CN (50 mL) at 0° C. was added DMF (0.4 mL) and POCl3 (1.52 mL, 16.3 mmol). The mixture was allowed to warm to rt over 16 h. TLC (EtOAc/CH2Cl2, 1:1) showed no starting material. Reaction mixture was evaporated to remove solvents. To the residue was added aq. satd. NaHCO3 (100 mL) and extracted with EtOAc (3×50 mL). Organic layer was washed with water (30 mL) and dried (Na2SO4). Evapor... Starting materials: FC(C(=O)O)(F)F.N[C@H]1[C@@H](CC2=CC=CC=C12)NC(=O)C1=CC2=C(N1)C(=C(S2)Cl)Cl (N-[(1R,2R)-1-Amino-2,3-dihydro-1H-inden-2-yl]-2,3-dichloro-4H-thieno[3,2-b]pyrrole-5-carboxamide trifluoroacetic acid salt), C(=O)O (formic acid), CCN(C(C)C)C(C)C (DIPEA), C=1C=CC2=C(C1)N=NN2O (HOBT), CCN=C=NCCCN(C)C (EDCI), C(=O)O (Formic acid), CCN=C=NCCCN(C)C (EDCI). The solvent is C(Cl)Cl (DCM). Conditions: time 5 minute. Product: ClC1=C(C=2NC(=CC2S1)C(=O)N[C@H]1[C@@H](C2=CC=CC=C2C1)NC=O)Cl (2,3-Dichloro-N-[(1R,2R)-1-(formylamino)-2,3-dihydro-1H-inden-2-yl]4H-thieno[3,2-b]pyrrole-5-carboxamide). The yield is 88.8%. As a reaction SMILES: FC(F)(F)[C:3](O)=[O:4].[NH2:8][C@@H:9]1[C:17]2[C:12](=[CH:13][CH:14]=[CH:15][CH:16]=2)[CH2:11][C@H:10]1[NH:18][C:19]([C:21]1[NH:25][C:24]2[C:26]([Cl:30])=[C:27]([Cl:29])[S:28][C:23]=2[CH:22]=1)=[O:20].C(O)=O.CCN(C(C)C)C(C)C.C1C=CC2N(O)N=NC=2C=1.CCN=C=NCCCN(C)C>C(Cl)Cl>[Cl:29][C:27]1[S:28][C:23]2[CH:22]=[C:21]([C:19]([NH:18][C@@H:10]3[CH2:11][C:12]4[C:17](=[CH:16][CH:15]=[CH:14][CH:13]=4)[C@H:9]3[NH:8][CH:3]=[O:4])=[O:20])[NH:25][C:24]=2[C:26]=1[Cl:30] |f:0.1|. Procedure: N-[(1R,2R)-1-Amino-2,3-dihydro-1H-inden-2-yl]-2,3-dichloro-4H-thieno[3,2-b]pyrrole-5-carboxamide trifluoroacetic acid salt (Method 8, 240 mg, 0.5 mmol), formic acid (50 μL, 1.4 mmol), DIPEA (174 μL, 1.0 mmol) and HOBT (67 mg, 0.5 mmol) were dissolved in DCM (5 ml), stirred for 5 mins, EDCI (120 mg, 0.625 mmol) added and the reaction stirred for 1 hr. Formic acid (50 μL, 1.4 mmol) and EDCI (240 mg, 1.25 mmol) were added, the reaction stirred for 2 hours and the volatiles removed by evaporation un... As a reaction SMILES: [CH3:1][CH:2]1[CH2:7][CH2:6][C:5](=[O:8])[CH2:4][CH2:3]1.OO.[NH3:11].C[O-].[Na+]>CO>[CH3:1][CH:2]1[CH2:7][CH2:6][C:5](=[O:8])[CH2:4][CH2:3]1.[CH3:1][CH:2]1[CH2:7][CH2:6][NH:11][C:5](=[O:8])[CH2:4][CH2:3]1 |f:3.4|. Procedure: 4,4' -Dimethyl-1,1'-peroxydicyclohexylamine (5 g.) derived from the reaction of 4-methylcyclohexanone, hydrogen peroxide and ammonia) was added to a solution of sodium methoxide in methanol (1 g. of sodium in 20 c.c. methanol) and the mixture heated under reflux for 2 hours when very little peroxide remained unreacted. The product was worked up as in Example 17 to give, on distillation, 4-methylcyclohexanone (2.2 g.), 4-methyl-caprolactam (2.2 g.), b.p. 145°-150°/15 mm, and residue (0.3 g.). The... The reactants are 4,4' -Dimethyl-1,1'-peroxydicyclohexylamine, CC1CCC(CC1)=O (4-methylcyclohexanone), OO (hydrogen peroxide), N (ammonia), C[O-].[Na+] (sodium methoxide), peroxide. The product is CC1CCC(CC1)=O (4-methylcyclohexanone), CC1CCC(=O)NCC1 (4-methyl-caprolactam). Run in CO (methanol).